Dataset: the Open Reaction Database (ORD), a public repository of structured organic reaction records. Task: describe an organic reaction: reactants, conditions, products, and yield Reactants: [Br-].FC1=CC=C(CC[P+](C2=CC=CC=C2)(C2=CC=CC=C2)C2=CC=CC=C2)C=C1 (4-fluorophenethyltriphenylphosphoniumbromide), CCOCC (ether), CC(C)([O-])C.[K+] (potassium-t-butoxide), C(CCCC)C1CCC(CC1)C1CCC(CC1)CC=O (4-(4-pentylcyclohexyl)-cyclohexylacetoaldehyde). Solvent: C1CCOC1 (THF), C1CCOC1 (THF). Product: FC1=CC=C(C=C1)\C=C/CCC1CCC(CC1)C1CCC(CC1)CCCCC (1-(4-fluorophenyl)-4-(4-(4-pentylcyclohexyl)cyclohexyl)-2Z-butene). Isolated yield 57.8%. As a reaction SMILES: [Br-].[F:2][C:3]1[CH:29]=[CH:28][C:6]([CH2:7][CH2:8][P+](C2C=CC=CC=2)(C2C=CC=CC=2)C2C=CC=CC=2)=[CH:5][CH:4]=1.CC(C)([O-])C.[K+].[CH2:36]([CH:41]1[CH2:46][CH2:45][CH:44]([CH:47]2[CH2:52][CH2:51][CH:50]([CH2:53][CH:54]=O)[CH2:49][CH2:48]2)[CH2:43][CH2:42]1)[CH2:37][CH2:38][CH2:39][CH3:40].CCOCC>C1COCC1>[F:2][C:3]1[CH:4]=[CH:5][C:6](/[CH:7]=[CH:8]\[CH2:54][CH2:53][CH:50]2[CH2:51][CH2:52][CH:47]([CH:44]3[CH2:43][CH2:42][CH:41]([CH2:36][CH2:37][CH2:38][CH2:39][CH3:40])[CH2:46][CH2:45]3)[CH2:48][CH2:49]2)=[CH:28][CH:29]=1 |f:0.1,2.3|. Procedure: 4-fluorophenethyltriphenylphosphoniumbromide (4.2 g, 9 mmol) was dried and then dissolved in THF (10 ml), followed by stirring under ice cooling, adding potassium-t-butoxide (1.0 g, 9 mmol) slowly to the obtained reaction solution, stirring at room temperature for 2 hours after the completion of dropping, adding a THF (50 ml) solution of 4-(4-pentylcyclohexyl)-cyclohexylacetoaldehyde (2.7 g, 9.7 mmol) and further stirring for 5 hours, adding ether after the completion of reaction, filtering off ... Starting materials: CS(=O)(=O)c1ccc(C(=CC2CCOCC2)c2cc3cccnc3[nH]2)cc1, CO. The product is CS(=O)(=O)c1ccc(C(CC2CCOCC2)c2cc3cccnc3[nH]2)cc1. As a reaction SMILES: [CH3:1][S:2](=[O:3])(=[O:4])[c:5]1[cH:6][cH:7][c:8]([C:11](=[CH:12][CH:13]2[CH2:14][CH2:15][O:16][CH2:17][CH2:18]2)[c:19]2[cH:20][c:21]3[c:22]([n:23][cH:24][cH:25][cH:26]3)[nH:27]2)[cH:9][cH:10]1.[CH3:28][OH:29]>>[CH3:1][S:2](=[O:3])(=[O:4])[c:5]1[cH:6][cH:7][c:8]([CH:11]([CH2:12][CH:13]2[CH2:14][CH2:15][O:16][CH2:17][CH2:18]2)[c:19]2[cH:20][c:21]3[c:22]([n:23][cH:24][cH:25][cH:26]3)[nH:27]2)[cH:9][cH:10]1. Reactants: COC=1C=C2C(=CC=NC2=CC1OC)OC1=C(C(=C(N)C=C1)C)C (4-[(6,7-Dimethoxy-4-quinolyl)oxy]-2,3-dimethylaniline), ClC(Cl)(OC(OC(Cl)(Cl)Cl)=O)Cl (triphosgene), C([O-])(O)=O.[Na+] (sodium bicarbonate), CN(CCCCCCO)C (6-(dimethylamino)-1-hexanol). Solvent: C(C)N(CC)CC (triethylamine), C1(=CC=CC=C1)C (toluene), C(Cl)Cl (methylene chloride). The product is COC=1C=C2C(=CC=NC2=CC1OC)OC1=C(C(=C(C=C1)NC(OCCCCCCN(C)C)=O)C)C (6-(Dimethylamino)hexyl N-{4-[(6,7-dimethoxy-4-quinolyl)oxy]-2,3-dimethylphenyl}carbamate). The yield is 86.4%. Reaction SMILES: [CH3:1][O:2][C:3]1[CH:4]=[C:5]2[C:10](=[CH:11][C:12]=1[O:13][CH3:14])[N:9]=[CH:8][CH:7]=[C:6]2[O:15][C:16]1[CH:22]=[CH:21][C:19]([NH2:20])=[C:18]([CH3:23])[C:17]=1[CH3:24].Cl[C:26](Cl)([O:28][C:29](=[O:35])OC(Cl)(Cl)Cl)Cl.[CH3:37][N:38]([CH3:46])[CH2:39][CH2:40][CH2:41][CH2:42][CH2:43]CO.C(=O)(O)[O-].[Na+]>C(Cl)Cl.C(N(CC)CC)C.C1(C)C=CC=CC=1>[CH3:1][O:2][C:3]1[CH:4]=[C:5]2[C:10](=[CH:11][C:12]=1[O:13][CH3:14])[N:9]=[CH:8][CH:7]=[C:6]2[O:15][C:16]1[CH:22]=[CH:21][C:19]([NH:20][C:29](=[O:35])[O:28][CH2:26][CH2:43][CH2:42][CH2:41][CH2:40][CH2:39][N:38]([CH3:46])[CH3:37])=[C:18]([CH3:23])[C:17]=1[CH3:24] |f:3.4|. Procedure details: 4-[(6,7-Dimethoxy-4-quinolyl)oxy]-2,3-dimethylaniline (50 mg) was added to toluene (5 ml), and triethylamine (0.5 ml), and the mixture was heated under reflux to prepare a solution. A solution of triphosgene (68 mg) in methylene chloride was then added thereto, and the mixture was heated under reflux for 10 min. Next, 6-(dimethylamino)-1-hexanol (33 mg) was added thereto, and the mixture was further stirred with heating under reflux for 3 hr. A saturated aqueous sodium bicarbonate solution was a... RXN SMILES: [NH2:1][C:2]1[CH:11]=[CH:10][C:9]2[C:4](=[CH:5][CH:6]=[CH:7][CH:8]=2)[N:3]=1.Br[CH2:13][C:14]([C:16]1[CH:21]=[CH:20][C:19]([Cl:22])=[CH:18][CH:17]=1)=O.C(=O)(O)[O-].[Na+]>C(O)CC>[Cl:22][C:19]1[CH:20]=[CH:21][C:16]([C:14]2[N:1]=[C:2]3[CH:11]=[CH:10][C:9]4[C:4](=[CH:5][CH:6]=[CH:7][CH:8]=4)[N:3]3[CH:13]=2)=[CH:17][CH:18]=1 |f:2.3|. Procedure: 17.7 g (0.123 mole) of 2-aminoquinoline, 28.7 g (1 equivalent of α-bromo-p-chloroacetophenone and 20.6 g (2 equivalents) of sodium bicarbonate are mixed in 180 ml of n-propanol and heated under reflux for 20 hours. The precipitate obtained is filtered off, washed with ethanol and water and dried. A white solid is obtained which is recrystallized from nitromethane. The solvent is C(CC)O (n-propanol). Product: ClC1=CC=C(C=C1)C=1N=C2N(C3=CC=CC=C3C=C2)C1 (2-(4-Chlorophenyl)-imidazo[1,2-a]quinoline). The reactants are NC1=NC2=CC=CC=C2C=C1 (2-aminoquinoline), BrCC(=O)C1=CC=C(C=C1)Cl (α-bromo-p-chloroacetophenone), C([O-])(O)=O.[Na+] (sodium bicarbonate).